Dataset: the Open Reaction Database (ORD), a public repository of structured organic reaction records. Task: describe an organic reaction: reactants, conditions, products, and yield Reactants: CCC(N=[N+]=[N-])C1CCCO1, CCC(O)c1cnccn1. The product is CCC(N=[N+]=[N-])c1cnccn1. RXN SMILES: [N:11](=[N+:12]=[N-:13])[CH:14]([CH:15]1[CH2:16][CH2:17][CH2:18][O:19]1)[CH2:20][CH3:21].[n:1]1[c:2]([CH:7]([CH2:8][CH3:9])[OH:10])[cH:3][n:4][cH:5][cH:6]1>>[n:1]1[c:2]([CH:7]([CH2:8][CH3:9])[N:11]=[N+:12]=[N-:13])[cH:3][n:4][cH:5][cH:6]1. Reactants: C(C)SC1=C(C=CC=C1)C=1NC(C2=C(N1)C=C(C=N2)C(F)(F)F)=O (2-(2-ethylsulfanylphenyl)-7-trifluoromethyl-3H-pyrido[3,2-d]pyrimidin-4-one), P(=O)(Cl)(Cl)Cl (phosphorus oxychloride), C(C)(C)N(C(C)C)CC (N,N-diisopropylethylamine). Solvent: C1(=CC=CC=C1)C (toluene). Run at temperature 100 celsius, time 30 minute. Product: ClC=1C2=C(N=C(N1)C1=C(C=CC=C1)SCC)C=C(C=N2)C(F)(F)F (4-chloro-2-(2-ethylsulfanylphenyl)-7-trifluoromethylpyrido[3,2-d]pyrimidine). RXN SMILES: [CH2:1]([S:3][C:4]1[CH:9]=[CH:8][CH:7]=[CH:6][C:5]=1[C:10]1[NH:11][C:12](=O)[C:13]2[N:19]=[CH:18][C:17]([C:20]([F:23])([F:22])[F:21])=[CH:16][C:14]=2[N:15]=1)[CH3:2].P(Cl)(Cl)([Cl:27])=O.C(N(CC)C(C)C)(C)C>C1(C)C=CC=CC=1>[Cl:27][C:12]1[C:13]2[N:19]=[CH:18][C:17]([C:20]([F:23])([F:22])[F:21])=[CH:16][C:14]=2[N:15]=[C:10]([C:5]2[CH:6]=[CH:7][CH:8]=[CH:9][C:4]=2[S:3][CH2:1][CH3:2])[N:11]=1. Procedure details: A mixture of 400 mg of 2-(2-ethylsulfanylphenyl)-7-trifluoromethyl-3H-pyrido[3,2-d]pyrimidin-4-one, 0.16 ml of phosphorus oxychloride, 221 mg of N,N-diisopropylethylamine and 6 ml of toluene was stirred at 100° C. for 30 minutes. The reaction mixture was cooled, and the precipitated solid was filtered. The resulting solid was sequentially washed with a saturated aqueous sodium bicarbonate solution, water and toluene, and then dried to obtain 320 mg of 4-chloro-2-(2-ethylsulfanylphenyl)-7-trifluo... The reactants are ice, C1N2CN3CN1CN(C2)C3 (hexamethylene tetramine), BrCC1=CC=C(C=C1)C(C(C)(C)C)=O (α-bromo-4-pivaloyl toluene). Run in C(Cl)(Cl)Cl (chloroform), C(Cl)(Cl)Cl (chloroform). Reaction conditions: time 2 day. Yields the product [Br-].C(C(C)(C)C)(=O)C1=CC=C(C[N+]23CN4CN(CN(C2)C4)C3)C=C1 (1-(4-pivaloylbenzyl)-3,5,7-triaza-1-azonia-adamantane bromide). RXN SMILES: [Br:1][CH2:2][C:3]1[CH:8]=[CH:7][C:6]([C:9](=[O:14])[C:10]([CH3:13])([CH3:12])[CH3:11])=[CH:5][CH:4]=1.[CH2:15]1[N:20]2[CH2:21][N:22]3[CH2:24][N:18]([CH2:19]2)[CH2:17][N:16]1[CH2:23]3>C(Cl)(Cl)Cl>[Br-:1].[C:9]([C:6]1[CH:7]=[CH:8][C:3]([CH2:2][N+:16]23[CH2:17][N:18]4[CH2:24][N:22]([CH2:21][N:20]([CH2:19]4)[CH2:15]2)[CH2:23]3)=[CH:4][CH:5]=1)(=[O:14])[C:10]([CH3:13])([CH3:12])[CH3:11] |f:3.4|. Procedure: An ice solution of 127.5 g (0.5 mole) of α-bromo-4-pivaloyl toluene in 600 ml. of chloroform is added dropwise to 77.0 g (0.55 mole) of hexamethylene tetramine in 550 ml. chloroform. The resulting mixture is stirred for 2 days at room temperature and the solvent evaporated in vacuo. The residue is treated with ether and the resulting solid filtered and washed thoroughly with ether to give a white solid, 1-(4-pivaloylbenzyl)-3,5,7-triaza-1-azonia-adamantane bromide. The resulting solid is suspend... The reactants are ClC1=CC=C(C=C1)C1=CC(=NC=C1O[C@H](C(F)(F)F)C)C(=O)O ((S)-4-(4-chlorophenyl)-5-(1,1,1-trifluoropropan-2-yloxy)picolinic acid), Cl.COC1=NOC(=C1)CN (3-methoxy-5-isoxazolemethanamine hydrochloride). Product: ClC1=CC=C(C=C1)C1=CC(=NC=C1O[C@H](C(F)(F)F)C)C(=O)NCC1=CC(=NO1)OC ((S)-4-(4-chlorophenyl)-N-((3-methoxyisoxazol-5-yl)methyl)-5-(1,1,1-trifluoropropan-2-yloxy)picolinamide). Reaction SMILES: [Cl:1][C:2]1[CH:7]=[CH:6][C:5]([C:8]2[C:13]([O:14][C@@H:15]([CH3:20])[C:16]([F:19])([F:18])[F:17])=[CH:12][N:11]=[C:10]([C:21](O)=[O:22])[CH:9]=2)=[CH:4][CH:3]=1.Cl.[CH3:25][O:26][C:27]1[CH:31]=[C:30]([CH2:32][NH2:33])[O:29][N:28]=1>>[Cl:1][C:2]1[CH:3]=[CH:4][C:5]([C:8]2[C:13]([O:14][C@@H:15]([CH3:20])[C:16]([F:19])([F:17])[F:18])=[CH:12][N:11]=[C:10]([C:21]([NH:33][CH2:32][C:30]3[O:29][N:28]=[C:27]([O:26][CH3:25])[CH:31]=3)=[O:22])[CH:9]=2)=[CH:6][CH:7]=1 |f:1.2|. Procedure details: The title compound was synthesized in analogy to Example 1, using (S)-4-(4-chlorophenyl)-5-(1,1,1-trifluoropropan-2-yloxy)picolinic acid (example AR) and 3-methoxy-5-isoxazolemethanamine hydrochloride as starting materials. MS: 456.1 (M+H)+. Starting materials: [Br-], [Li]CCCC, CCCCCC, Cl, O=Cc1cccc(F)c1, C1CCOC1, OCCC[P+](c1ccccc1)(c1ccccc1)c1ccccc1. Yields the product OCCC=Cc1cccc(F)c1. RXN SMILES: [Br-:1].[CH2:25]([Li:26])[CH2:27][CH2:28][CH3:29].[CH3:45][CH2:46][CH2:47][CH2:48][CH2:49][CH3:50].[ClH:39].[F:30][c:31]1[cH:32][c:33]([CH:34]=[O:35])[cH:36][cH:37][cH:38]1.[O:40]1[CH2:41][CH2:42][CH2:43][CH2:44]1.[OH:2][CH2:3][CH2:4][CH2:5][P+:6]([c:7]1[cH:8][cH:9][cH:10][cH:11][cH:12]1)([c:13]1[cH:14][cH:15][cH:16][cH:17][cH:18]1)[c:19]1[cH:20][cH:21][cH:22][cH:23][cH:24]1>>[OH:2][CH2:3][CH2:4][CH:5]=[CH:34][c:33]1[cH:32][c:31]([F:30])[cH:38][cH:37][cH:36]1. Reactants: CC1(C)OCC(CCn2cnc3cnc(N)nc32)CO1, CO, Cl, C1CCOC1. The product is Cl, Nc1ncc2ncn(CCC(CO)CO)c2n1. Reaction SMILES: [CH3:1][C:2]1([CH3:20])[O:3][CH2:4][CH:5]([CH2:8][CH2:9][n:10]2[c:11]3[n:12][c:13]([NH2:19])[n:14][cH:15][c:16]3[n:17][cH:18]2)[CH2:6][O:7]1.[CH3:27][OH:28].[ClH:21].[O:22]1[CH2:23][CH2:24][CH2:25][CH2:26]1>>[ClH:21].[OH:3][CH2:4][CH:5]([CH2:6][OH:7])[CH2:8][CH2:9][n:10]1[c:11]2[n:12][c:13]([NH2:19])[n:14][cH:15][c:16]2[n:17][cH:18]1. Starting materials: Cl (HCl), C1COC(OCC)(C=2C=NC=3CCC(CC3C2O)=O)O1 (ethyl 4-hydroxy-6-oxo-5,6,7,8-tetrahydroquinoline-3-carboxylate ethylene ketal), [OH-].[Na+] (NaOH). Run in C(C)O (ethanol). Run at time 24 hour. Yields the product OC1=C(C=NC=2CCC(CC12)=O)C(=O)OCC (ethyl 4-hydroxy-6-oxo-5,6,7,8-tetrahydroquinoline-3-carboxylate). RXN SMILES: Cl.[CH2:2]1O[C:5]([C:9]2[CH:10]=[N:11][C:12]3[CH2:13][CH2:14][C:15](=[O:20])[CH2:16][C:17]=3[C:18]=2[OH:19])([O:6]CC)[O:4][CH2:3]1.[OH-].[Na+]>C(O)C>[OH:19][C:18]1[C:17]2[CH2:16][C:15](=[O:20])[CH2:14][CH2:13][C:12]=2[N:11]=[CH:10][C:9]=1[C:5]([O:4][CH2:3][CH3:2])=[O:6] |f:2.3|. Procedure: To a mixture of 2N HCl (50 mL) and ethanol (200 mL), ethyl 4-hydroxy-6-oxo-5,6,7,8-tetrahydroquinoline-3-carboxylate ethylene ketal (10.0 g) is added. Resultant suspension is stirred at room temperature for 24 hours under nitrogen atmosphere. The reaction mixture is neutralized with NaOH and concentrated to remove most of ethanol. The resulting precipitate is collected, washed with water, air dried, then dried in a vacuum oven at 80° to yield ethyl 4-hydroxy-6-oxo-5,6,7,8-tetrahydroquinoline-3-c... Reactants: ClC1=C(C(C=2C=NN(C2C1=O)C)=O)NC1CC1 (6-Chloro-5-cyclopropylamino-1-methyl-1H-indazole-4,7-dione), C(C)(=O)OC(C)=O (acetic anhydride), ice water. The reagents and catalysts are S(O)(O)(=O)=O (sulphuric acid). Conditions: temperature 50 celsius, time 15 minute. Yields the product ClC1=C(C(C=2C=NN(C2C1=O)C)=O)N(C1CC1)C(C)=O (6-Chloro-5-(N-acetyl-N-cyclopropylamino)-1-methyl-1H-indazole-4,7-dione). As a reaction SMILES: [Cl:1][C:2]1[C:10](=[O:11])[C:9]2[N:8]([CH3:12])[N:7]=[CH:6][C:5]=2[C:4](=[O:13])[C:3]=1[NH:14][CH:15]1[CH2:17][CH2:16]1.[C:18](OC(=O)C)(=[O:20])[CH3:19]>S(=O)(=O)(O)O>[Cl:1][C:2]1[C:10](=[O:11])[C:9]2[N:8]([CH3:12])[N:7]=[CH:6][C:5]=2[C:4](=[O:13])[C:3]=1[N:14]([C:18](=[O:20])[CH3:19])[CH:15]1[CH2:16][CH2:17]1. Procedure: 6-Chloro-5-cyclopropylamino-1-methyl-1H-indazole-4,7-dione (3 grams prepared as in Example II) was added to acetic anhydride (10 milliliters) containing a few drops of concentrated sulphuric acid. The mixture was stirred at 50° C for 15 minutes and then poured into ice-water. The aqueous mixture was extracted with methylene chloride and the extracts washed with aqueous sodium bicarbonate solution and dried. The solvent was then removed under reduced pressure to give a yellow solid which on recry... Reactants: C(#C)C=1C=NN2C1N=C(C=C2C(F)(F)F)C2=CC=C(C=C2)C(F)(F)F (3-ethynyl-7-trifluoromethyl-5-(4-trifluoromethyl-phenyl)-pyrazolo[1,5-a]pyrimidine), BrC=1C=CC(=NC1)F (5-bromo-2-fluoropyridine). Yields the product FC1=CC=C(C=N1)C#CC=1C=NN2C1N=C(C=C2C(F)(F)F)C2=CC=C(C=C2)C(F)(F)F (3-(6-Fluoro-pyridin-3-ylethynyl)-7-trifluoromethyl-5-(4-trifluoromethyl-phenyl)-pyrazolo[1,5-a]pyrimidine), solid. The yield is 69.0%. RXN SMILES: [C:1]([C:3]1[CH:4]=[N:5][N:6]2[C:11]([C:12]([F:15])([F:14])[F:13])=[CH:10][C:9]([C:16]3[CH:21]=[CH:20][C:19]([C:22]([F:25])([F:24])[F:23])=[CH:18][CH:17]=3)=[N:8][C:7]=12)#[CH:2].Br[C:27]1[CH:28]=[CH:29][C:30]([F:33])=[N:31][CH:32]=1>>[F:33][C:30]1[N:31]=[CH:32][C:27]([C:2]#[C:1][C:3]2[CH:4]=[N:5][N:6]3[C:11]([C:12]([F:14])([F:13])[F:15])=[CH:10][C:9]([C:16]4[CH:21]=[CH:20][C:19]([C:22]([F:25])([F:24])[F:23])=[CH:18][CH:17]=4)=[N:8][C:7]=23)=[CH:28][CH:29]=1. Reported procedure: The title compound was prepared from 3-ethynyl-7-trifluoromethyl-5-(4-trifluoromethyl-phenyl)-pyrazolo[1,5-a]pyrimidine (example C.1) (355 mg, 1.0 mmol) and commercially available 5-bromo-2-fluoropyridine (237 mg, 1.0 mmol) according to general procedure II. Obtained as an orange solid (470 mg, 69%). MS (ISP) 451.1 [(M+H)+]; mp 213-216° C. Yield: 15.7%. Reported procedure: Starting from 4-difluoromethoxy-2-ethylbenzooxazole-7-carboxylic acid 4-nitro-phenyl ester (100 mg) and 2-methyl-2H-pyrazole-3-ylamine (51 mg). Purification by column chromatography on silica eluting with ethyl acetate afforded, after trituration with a mixture of diethyl ether and hexane, the title compound as a pale yellow solid (14mg). Product: CN1N=CC=C1NC(=O)C1=CC=C(C=2N=C(OC21)CC)OC(F)F (4-Difluoromethoxy-2-ethylbenzooxazole-7-carboxylic acid (2-methyl-2H-pyrazole-3-yl)-amide). Starting materials: [N+](=O)([O-])C1=CC=C(C=C1)OC(=O)C1=CC=C(C=2N=C(OC21)CC)OC(F)F (4-difluoromethoxy-2-ethylbenzooxazole-7-carboxylic acid 4-nitro-phenyl ester), CN1N=CC=C1N (2-methyl-2H-pyrazole-3-ylamine), C(C)OCC (diethyl ether). Reaction SMILES: [N+](C1C=CC(O[C:11]([C:13]2[C:21]3[O:20][C:19]([CH2:22][CH3:23])=[N:18][C:17]=3[C:16]([O:24][CH:25]([F:27])[F:26])=[CH:15][CH:14]=2)=[O:12])=CC=1)([O-])=O.[CH3:28][N:29]1[C:33]([NH2:34])=[CH:32][CH:31]=[N:30]1.C(OCC)C>CCCCCC>[CH3:28][N:29]1[C:33]([NH:34][C:11]([C:13]2[C:21]3[O:20][C:19]([CH2:22][CH3:23])=[N:18][C:17]=3[C:16]([O:24][CH:25]([F:26])[F:27])=[CH:15][CH:14]=2)=[O:12])=[CH:32][CH:31]=[N:30]1. The solvent is CCCCCC (hexane).